Dataset: the Open Reaction Database (ORD), a public repository of structured organic reaction records. Task: describe an organic reaction: reactants, conditions, products, and yield Starting materials: C(C1=CC=CC=C1)Br (benzyl bromide), C([O-])([O-])=O.[K+].[K+] (potassium carbonate), C(C1=CC=CC=C1)OC(=O)NCC=1C=C(C(C(=O)OC)=CC1)O (Methyl N-(benzyloxycarbonyl)-4-aminomethylsalicylate). Solvent: CC(=O)C (acetone). The product is C(C1=CC=CC=C1)OC(=O)NCC=1C=C(C(C(=O)OC)=CC1)OCC1=CC=CC=C1 (methyl N-(benzyloxycarbonyl)-4-aminomethyl-2-O-benzylsalicylate). Isolated yield 89.5%. As a reaction SMILES: [CH2:1]([O:8][C:9]([NH:11][CH2:12][C:13]1[CH:14]=[C:15]([OH:23])[C:16](=[CH:21][CH:22]=1)[C:17]([O:19][CH3:20])=[O:18])=[O:10])[C:2]1[CH:7]=[CH:6][CH:5]=[CH:4][CH:3]=1.[CH2:24](Br)[C:25]1[CH:30]=[CH:29][CH:28]=[CH:27][CH:26]=1.C(=O)([O-])[O-].[K+].[K+]>CC(C)=O>[CH2:1]([O:8][C:9]([NH:11][CH2:12][C:13]1[CH:14]=[C:15]([O:23][CH2:24][C:25]2[CH:30]=[CH:29][CH:28]=[CH:27][CH:26]=2)[C:16](=[CH:21][CH:22]=1)[C:17]([O:19][CH3:20])=[O:18])=[O:10])[C:2]1[CH:7]=[CH:6][CH:5]=[CH:4][CH:3]=1 |f:2.3.4|. Procedure: Methyl N-(benzyloxycarbonyl)-4-aminomethylsalicylate (6.06 g, 19.2 mmoles) was dissolved in acetone (150 mL), and benzyl bromide (2.60 mL, 21.9 mmoles) and anhydrous potassium carbonate (13.28 g, 96.1 mmoles) were added. The mixture was stirred and heated at reflux for 22 hours. The mixture was concentrated to remove most of the acetone, and ethyl acetate (100 mL) was added. Aqueous hydrochloric acid (1N, 200 mL) was added slowly, swirling frequently to dissolve the solid carbonate. The layers w... Reactants: C1(CC1)N=C1[C@]2(C)[C@@H](CC1)[C@@H]1CC=C3C[C@H](CC[C@]3(C)[C@H]1CC2)O (17-(cyclopropylimino)androst5-en-3β-ol), [BH4-].[Na+] (sodium borohydride). Run in C(C)O (ethanol). Run at time 3 hour. The product is C1(CC1)N[C@@H]1[C@]2(C)[C@@H](CC1)[C@@H]1CC=C3C[C@H](CC[C@]3(C)[C@H]1CC2)O (17β-(cyclopropylamino)androst-5-en-3β-ol). Reaction SMILES: [CH:1]1([N:4]=[C:5]2[CH2:10][CH2:9][C@H:8]3[C@H:11]4[C@H:21]([CH2:22][CH2:23][C@:6]23[CH3:7])[C@:19]2([CH3:20])[C:14]([CH2:15][C@@H:16]([OH:24])[CH2:17][CH2:18]2)=[CH:13][CH2:12]4)[CH2:3][CH2:2]1.[BH4-].[Na+]>C(O)C>[CH:1]1([NH:4][C@H:5]2[CH2:10][CH2:9][C@H:8]3[C@H:11]4[C@H:21]([CH2:22][CH2:23][C@:6]23[CH3:7])[C@:19]2([CH3:20])[C:14]([CH2:15][C@@H:16]([OH:24])[CH2:17][CH2:18]2)=[CH:13][CH2:12]4)[CH2:2][CH2:3]1 |f:1.2|. Procedure: To a solution of 9.1 g of 17-(cyclopropylimino)androst5-en-3β-ol in 200 ml of dry ethanol was added 2 g of sodium borohydride. The reaction mixture was stirred at room temperature for 3 hours and then 100 ml of solvent was removed from the mixture under reduced pressure The reaction mixture was then quenched with dilute acetic acid, diluted with 600 ml of water, and the pH was adjusted to 14 by the addition of sodium hydroxide. The aqueous mixture was extracted 3 times with 600 ml potions of eth... Reactants: CC1=C(C(=C(C(=O)O)C=C1)N(C)S(=O)(=O)C1=CC=C(C=C1)F)C (Methyl 2-[[(4-fluorophenyl)sulfonyl](methyl)amino]3-methyl benzoic acid), OCCCNC(=O)C1=CC2=C(OCO2)C=C1 (N-(3-hydroxypropyl)-1,3-benzodioxole-5-carboxamide). Yields the product O1COC2=C1C=CC(=C2)C(=O)NCCCOC2=CC=C(C=C2)S(=O)(=O)N(C2=C(C(=O)O)C=CC=C2C)C (2-[[(4-{3-[(1,3-Benzodioxol-5-ylcarbonyl)amino]propoxy}phenyl)sulfonyl](methyl)amino]-3-methyl-benzoic acid). Isolated yield 49.0%. Reaction SMILES: C[C:2]1[CH:10]=[CH:9][C:5]([C:6]([OH:8])=[O:7])=[C:4]([N:11]([S:13]([C:16]2[CH:21]=[CH:20][C:19](F)=[CH:18][CH:17]=2)(=[O:15])=[O:14])[CH3:12])[C:3]=1[CH3:23].[OH:24][CH2:25][CH2:26][CH2:27][NH:28][C:29]([C:31]1[CH:39]=[CH:38][C:34]2[O:35][CH2:36][O:37][C:33]=2[CH:32]=1)=[O:30]>>[O:35]1[C:34]2[CH:38]=[CH:39][C:31]([C:29]([NH:28][CH2:27][CH2:26][CH2:25][O:24][C:19]3[CH:18]=[CH:17][C:16]([S:13]([N:11]([CH3:12])[C:4]4[C:3]([CH3:23])=[CH:2][CH:10]=[CH:9][C:5]=4[C:6]([OH:8])=[O:7])(=[O:14])=[O:15])=[CH:21][CH:20]=3)=[O:30])=[CH:32][C:33]=2[O:37][CH2:36]1. Reported procedure: The product of Example 2 (0.30 g, 0.92 mmol) was coupled to N-(3-hydroxypropyl)-1,3-benzodioxole-5-carboxamide, prepared according to Example 20, (0.205 g, 0.92 mmol) using the procedure of Example 3 to provide 0.23 g (49% yield) of yellow solid. MP 120° C.; 1H NMR (DMSO-d6): δ1.63 (m, CH2) 1.9 (s, CH3), 3.20 (s, CH3), 3.6 (m, CH2), 4.1 (m, CH2), 6.07 (s, CH2), 6.9-7.1 (m, 5 Ar H), 7.3-7.5 (m, 3 Ar H), 7.88-7.94 (m, 2 Ar H), 8.52 (br s, NH). Electrospray Mass Spec: m/z 527.2 (M+H)+. The reactants are C(C1=CC=CC=C1)OC(=O)N[C@@H]1C(N(CC1)[C@@H]1[C@@H]2C(N([C@H](CC1)C2)C(=O)OC(C)(C)C)=O)=O ((1R,2S,5R)-tert-butyl 2-((S)-3-(benzyloxycarbonylamino)-2-oxopyrrolidin-1-yl)-7-oxo-6-aza-bicyclo[3.2.1]octane-6-carboxylate), [BH4-].[Na+] (NaBH4). Run in C1CCOC1 (THF), O (water). Run at time 5 hour. Yields the product C(C)(C)(C)OC(N[C@H]1C[C@H]([C@H](CC1)N1C([C@H](CC1)NC(=O)OCC1=CC=CC=C1)=O)CO)=O (((1R,3R,4S)-4-((S)-3-(benzyloxycarbonyl)amino-2-oxopyrrolidin-1-yl)-3-(hydroxymethyl)cyclohexyl)carbamic acid tert-butyl ester). The yield is 56.9%. Reaction SMILES: [CH2:1]([O:8][C:9]([NH:11][C@H:12]1[CH2:16][CH2:15][N:14]([C@H:17]2[CH2:23][CH2:22][C@@H:21]3[CH2:24][C@H:18]2[C:19](=[O:32])[N:20]3[C:25]([O:27][C:28]([CH3:31])([CH3:30])[CH3:29])=[O:26])[C:13]1=[O:33])=[O:10])[C:2]1[CH:7]=[CH:6][CH:5]=[CH:4][CH:3]=1.[BH4-].[Na+]>C1COCC1.O>[C:28]([O:27][C:25](=[O:26])[NH:20][C@@H:21]1[CH2:22][CH2:23][C@H:17]([N:14]2[CH2:15][CH2:16][C@H:12]([NH:11][C:9]([O:8][CH2:1][C:2]3[CH:3]=[CH:4][CH:5]=[CH:6][CH:7]=3)=[O:10])[C:13]2=[O:33])[C@H:18]([CH2:19][OH:32])[CH2:24]1)([CH3:31])([CH3:29])[CH3:30] |f:1.2|. Procedure: To a solution of (1R,2S,5R)-tert-butyl 2-((S)-3-(benzyloxycarbonylamino)-2-oxopyrrolidin-1-yl)-7-oxo-6-aza-bicyclo[3.2.1]octane-6-carboxylate (4.55 g, 9.94 mmol) in THF (50 mL) and water (50 mL) was added NaBH4, and the mixture was stirred for 5 h at rt. After quenching the reaction with sat. NaHCO3, the product was extracted with EtOAc (2×). The combined extracts were washed with brine, dried (MgSO4), filtered, and concentrated in vacuo to give an oily residue, which crystallized upon tritulati... Reactants: OCC1CCCc2scnc21, Cc1ccc(S(=O)(=O)Cl)cc1, c1ccncc1. Product: Cc1ccc(S(=O)(=O)OCC2CCCc3scnc32)cc1. As a reaction SMILES: [OH:12][CH2:13][CH:14]1[CH2:15][CH2:16][CH2:17][c:18]2[c:19]1[n:20][cH:21][s:22]2.[c:1]1([CH3:11])[cH:2][cH:3][c:4]([S:7](=[O:8])(=[O:9])[Cl:10])[cH:5][cH:6]1.[cH:23]1[cH:24][cH:25][n:26][cH:27][cH:28]1>>[c:1]1([CH3:11])[cH:2][cH:3][c:4]([S:7](=[O:8])(=[O:9])[O:12][CH2:13][CH:14]2[CH2:15][CH2:16][CH2:17][c:18]3[c:19]2[n:20][cH:21][s:22]3)[cH:5][cH:6]1.